From a dataset of the Open Reaction Database (ORD), a public repository of structured organic reaction records. describe an organic reaction: reactants, conditions, products, and yield Reactants: intermediate 19, C1(=CC=CC=2CCCCC12)O (5,6,7,8-tetrahydro-naphthalen-1-ol), COC(C(CC1CCCC1)Br)=O (2-bromo-3-cyclopentyl-propionic acid methyl ester), ClC=1C(N(N=CC1Cl)C1OCCCC1)=O (4,5-dichloro-2-(tetrahydropyran-2-yl)-2H-pyridazin-3-one), ClC=1C(N(N=CC1Cl)C1OCCCC1)=O (4,5-dichloro-2-(tetrahydropyran-2-yl)-2H-pyridazin-3-one), COC(C(CC1CCCC1)Br)=O (2-bromo-3-cyclopentyl-propionic acid methyl ester). Yields the product C1(CCCC1)CC(C(=O)O)N1N=CC(=CC1=O)OC1=CC=CC=2CCCCC12 (3-cyclopentyl-2-[6-oxo-4-(5,6,7,8-tetrahydro-naphthalen-1-yloxy)-6H-pyridazin-1-yl]-propionic acid). Isolated yield 90.0%. Reaction SMILES: Cl[C:2]1[C:3](=[O:15])[N:4](C2CCCCO2)[N:5]=[CH:6][C:7]=1Cl.[C:16]1([OH:26])[C:25]2[CH2:24][CH2:23][CH2:22][CH2:21][C:20]=2[CH:19]=[CH:18][CH:17]=1.C[O:28][C:29](=[O:38])[CH:30](Br)[CH2:31][CH:32]1[CH2:36][CH2:35][CH2:34][CH2:33]1>>[CH:32]1([CH2:31][CH:30]([N:4]2[C:3](=[O:15])[CH:2]=[C:7]([O:26][C:16]3[C:25]4[CH2:24][CH2:23][CH2:22][CH2:21][C:20]=4[CH:19]=[CH:18][CH:17]=3)[CH:6]=[N:5]2)[C:29]([OH:28])=[O:38])[CH2:36][CH2:35][CH2:34][CH2:33]1. Procedure details: In an analogous manner to the stepwise sequence outlined in intermediate 19, starting from 4,5-dichloro-2-(tetrahydropyran-2-yl)-2H-pyridazin-3-one (Intermediate 20) and 5,6,7,8-tetrahydro-naphthalen-1-ol and alkylating with 2-bromo-3-cyclopentyl-propionic acid methyl ester (Intermediate 10) afforded 3-cyclopentyl-2-[6-oxo-4-(5,6,7,8-tetrahydro-naphthalen-1-yloxy)-6H-pyridazin-1-yl]-propionic acid (13.02 g, 90%) as a white solid; LC-MS 383 [M+H+]; HPLC [acetonitrile (0.1% trifluoroacetic acid) i...